From a dataset of the Open Reaction Database (ORD), a public repository of structured organic reaction records. describe an organic reaction: reactants, conditions, products, and yield Starting materials: O=C(NC1=NC2(c3ccccc3F)CC(OCc3ccccc3)CCC2CS1)c1ccccc1, C1CCC2=NCCCN2CC1, CO. The product is NC1=NC2(c3ccccc3F)CC(OCc3ccccc3)CCC2CS1. Reaction SMILES: [CH2:1]([c:2]1[cH:3][cH:4][cH:5][cH:6][cH:7]1)[O:8][CH:9]1[CH2:10][CH2:11][CH:12]2[C:13]([c:28]3[c:29]([F:34])[cH:30][cH:31][cH:32][cH:33]3)([N:14]=[C:15]([NH:18][C:19](=[O:20])[c:21]3[cH:22][cH:23][cH:24][cH:25][cH:26]3)[S:16][CH2:17]2)[CH2:27]1.[CH2:35]1[CH2:36][CH2:37][C:38]2=[N:43][CH2:42][CH2:41][CH2:40][N:39]2[CH2:44][CH2:45]1.[CH3:46][OH:47]>>[CH2:1]([c:2]1[cH:3][cH:4][cH:5][cH:6][cH:7]1)[O:8][CH:9]1[CH2:10][CH2:11][CH:12]2[C:13]([c:28]3[c:29]([F:34])[cH:30][cH:31][cH:32][cH:33]3)([N:14]=[C:15]([NH2:18])[S:16][CH2:17]2)[CH2:27]1. Starting materials: CCOC(=O)c1nc2cc(Br)ccc2[nH]c1=O, CC(=O)O, O, O=[N+]([O-])O. The product is CCOC(=O)c1nc2cc(Br)c([N+](=O)[O-])cc2[nH]c1=O. RXN SMILES: [Br:1][c:2]1[cH:3][cH:4][c:5]2[nH:6][c:7](=[O:17])[c:8]([C:12](=[O:13])[O:14][CH2:15][CH3:16])[n:9][c:10]2[cH:11]1.[CH3:23][C:24](=[O:25])[OH:26].[OH2:22].[OH:18][N+:19]([O-:20])=[O:21]>>[Br:1][c:2]1[c:3]([N+:19](=[O:18])[O-:20])[cH:4][c:5]2[nH:6][c:7](=[O:17])[c:8]([C:12](=[O:13])[O:14][CH2:15][CH3:16])[n:9][c:10]2[cH:11]1.